From a dataset of the Open Reaction Database (ORD), a public repository of structured organic reaction records. describe an organic reaction: reactants, conditions, products, and yield Reactants: CC(C)(C)[O-], Cc1ccccc1, Fc1ccccc1-c1nc2ccccc2c(I)c1F, Nc1ccncc1, [Na+], O. The product is Fc1ccccc1-c1nc2ccccc2c(Nc2ccncc2)c1F. RXN SMILES: [CH3:20][C:21]([CH3:22])([O-:23])[CH3:24].[CH3:33][c:34]1[cH:35][cH:36][cH:37][cH:38][cH:39]1.[F:1][c:2]1[c:3](-[c:13]2[c:14]([F:19])[cH:15][cH:16][cH:17][cH:18]2)[n:4][c:5]2[cH:6][cH:7][cH:8][cH:9][c:10]2[c:11]1[I:12].[NH2:26][c:27]1[cH:28][cH:29][n:30][cH:31][cH:32]1.[Na+:25].[OH2:40]>>[F:1][c:2]1[c:3](-[c:13]2[c:14]([F:19])[cH:15][cH:16][cH:17][cH:18]2)[n:4][c:5]2[cH:6][cH:7][cH:8][cH:9][c:10]2[c:11]1[NH:26][c:27]1[cH:28][cH:29][n:30][cH:31][cH:32]1. Reactants: [OH-].[Na+] (sodium hydroxide), [OH-].[Na+] (sodium hydroxide), COC(=O)C(CCCC)OC1=C(C(=O)OC)C=CC=C1 (methyl 2-(1-methoxycarbonylpentoxy)benzoate). Solvent: O (water), CO (methanol), CO (methanol). Conditions: temperature 40 celsius, time 1 hour. Yields the product C(=O)(O)C(CCCC)OC1=C(C(=O)O)C=CC=C1 (2-(1-carboxypentoxy)benzoic acid). Isolated yield 86.3%. RXN SMILES: C[O:2][C:3]([CH:5]([O:10][C:11]1[CH:20]=[CH:19][CH:18]=[CH:17][C:12]=1[C:13]([O:15]C)=[O:14])[CH2:6][CH2:7][CH2:8][CH3:9])=[O:4].[OH-].[Na+]>CO.O>[C:3]([CH:5]([O:10][C:11]1[CH:20]=[CH:19][CH:18]=[CH:17][C:12]=1[C:13]([OH:15])=[O:14])[CH2:6][CH2:7][CH2:8][CH3:9])([OH:4])=[O:2] |f:1.2|. Reported procedure: 13.0 g of methyl 2-(1-methoxycarbonylpentoxy)benzoate were dissolved in methanol in a 250 ml flask, and a solution of 9.1 g of sodium hydroxide in 40 ml of water was added. The reaction mixture was stirred at 40° C. for one hour, during which a precipitate formed. This was dissolved after cooling to room temperature by adding further methanol and sodium hydroxide solution. The reaction mixture was washed with dichloromethane, and the aqueous phase was subsequently adjusted to pH 0 with concentra... Starting materials: CCOC(=O)c1csc(Br)n1, SCc1ccccc1, [K+], [K+], O=C([O-])[O-], CN(C)C=O, O. Product: CCOC(=O)c1csc(SCc2ccccc2)n1. As a reaction SMILES: [Br:1][c:2]1[s:3][cH:4][c:5]([C:7](=[O:8])[O:9][CH2:10][CH3:11])[n:6]1.[CH2:18]([c:19]1[cH:20][cH:21][cH:22][cH:23][cH:24]1)[SH:25].[K+:12].[K+:13].[O-:14][C:15]([O-:16])=[O:17].[O:26]=[CH:27][N:28]([CH3:29])[CH3:30].[OH2:31]>>[c:2]1([S:25][CH2:18][c:19]2[cH:20][cH:21][cH:22][cH:23][cH:24]2)[s:3][cH:4][c:5]([C:7](=[O:8])[O:9][CH2:10][CH3:11])[n:6]1. The reactants are N1C=NC(=C1)C1=NC=CC(=C1)C#N (2-(1H-imidazol-4-yl)pyridine-4-carbonitrile), BrCC1=CC=CC2=CC=CC=C12 (1-(bromomethyl)naphthalene). Yields the product C1(=CC=CC2=CC=CC=C12)CN1C=NC(=C1)C1=NC=CC(=C1)C#N (2-[1-(naphthalen-1-ylmethyl)imidazol-4-yl]pyridine-4-carbonitrile). Reaction SMILES: [NH:1]1[CH:5]=[C:4]([C:6]2[CH:11]=[C:10]([C:12]#[N:13])[CH:9]=[CH:8][N:7]=2)[N:3]=[CH:2]1.Br[CH2:15][C:16]1[C:25]2[C:20](=[CH:21][CH:22]=[CH:23][CH:24]=2)[CH:19]=[CH:18][CH:17]=1>>[C:16]1([CH2:15][N:1]2[CH:5]=[C:4]([C:6]3[CH:11]=[C:10]([C:12]#[N:13])[CH:9]=[CH:8][N:7]=3)[N:3]=[CH:2]2)[C:25]2[C:20](=[CH:21][CH:22]=[CH:23][CH:24]=2)[CH:19]=[CH:18][CH:17]=1. Reported procedure: The title compound was prepared from 2-(1H-imidazol-4-yl)pyridine-4-carbonitrile (PREPARATION 4) and 1-(bromomethyl)naphthalene according to the procedure for the preparation of Example 43, part A using room temp. [M+H] Calc'd for C20H14N4, 311. Found, 311. Reactants: C([O-])([O-])=O.[K+].[K+] (potassium carbonate), Cl.COC(=O)C1(CCN(CC1)OC)N (4-amino-1-methoxy-piperidine-4-carboxylic acid methyl ester hydrochloride), C1(CC1)C=1C(=CC(=C(C1)CC(=O)Cl)C)C ((5-cyclopropyl-2,4-dimethyl-phenyl)-acetyl chloride). Solvent: C(C)#N (acetonitrile), C(C)#N (acetonitrile). Conditions: time 18 hour. The product is COC(=O)C1(CCN(CC1)OC)NC(CC1=C(C=C(C(=C1)C1CC1)C)C)=O (4-[2-(5-cyclopropyl-2,4-dimethyl-phenyl)acetylamino]-1-methoxy-piperidine-4-carboxylic acid methyl ester). Reaction SMILES: C(=O)([O-])[O-].[K+].[K+].Cl.[CH3:8][O:9][C:10]([C:12]1([NH2:20])[CH2:17][CH2:16][N:15]([O:18][CH3:19])[CH2:14][CH2:13]1)=[O:11].[CH:21]1([C:24]2[C:25]([CH3:35])=[CH:26][C:27]([CH3:34])=[C:28]([CH2:30][C:31](Cl)=[O:32])[CH:29]=2)[CH2:23][CH2:22]1>C(#N)C>[CH3:8][O:9][C:10]([C:12]1([NH:20][C:31](=[O:32])[CH2:30][C:28]2[CH:29]=[C:24]([CH:21]3[CH2:22][CH2:23]3)[C:25]([CH3:35])=[CH:26][C:27]=2[CH3:34])[CH2:17][CH2:16][N:15]([O:18][CH3:19])[CH2:14][CH2:13]1)=[O:11] |f:0.1.2,3.4|. Procedure details: To 4 g of potassium carbonate and 2.5 g of 4-amino-1-methoxy-piperidine-4-carboxylic acid methyl ester hydrochloride (preparation example P1, step P1.3) in 10 ml of acetonitrile is added at 0-5° C. a solution of 2.1 g of crude (5-cyclopropyl-2,4-dimethyl-phenyl)-acetyl chloride in 5 ml of acetonitrile. After stirring for 18 hours at room temperature, the solvent is removed in vacuo and the crude residue of 4-[2-(5-cyclopropyl-2,4-dimethyl-phenyl)-acetylamino]-1-methoxy-piperidine-4-carboxylic ac... Reactants: C(C)OC(C(CN(CC1=CC=C(C=C1)OC)C1=NC(=NC=C1[N+](=O)[O-])Cl)(F)F)=O (3-[(2-chloro-5-nitro-pyrimidin-4-yl)-(4-methoxy-benzyl)-amino]-2,2-difluoro-propionic acid ethyl ester). The reagents and catalysts are [Fe] (iron). Solvent: C(C)(=O)O (acetic acid). Run at time 10 minute. Product: ClC=1N=CC2=C(N(CC(C(N2)=O)(F)F)CC2=CC=C(C=C2)OC)N1 (2-chloro-7,7-difluoro-9-(4-methoxy-benzyl)-5,7,8,9-tetrahydro-pyrimido[4,5-b][1,4]diazepin-6-one). The yield is 41.6%. As a reaction SMILES: C([O:3][C:4](=O)[C:5]([F:28])([F:27])[CH2:6][N:7]([C:17]1[C:22]([N+:23]([O-])=O)=[CH:21][N:20]=[C:19]([Cl:26])[N:18]=1)[CH2:8][C:9]1[CH:14]=[CH:13][C:12]([O:15][CH3:16])=[CH:11][CH:10]=1)C>C(O)(=O)C.[Fe]>[Cl:26][C:19]1[N:20]=[CH:21][C:22]2[NH:23][C:4](=[O:3])[C:5]([F:28])([F:27])[CH2:6][N:7]([CH2:8][C:9]3[CH:14]=[CH:13][C:12]([O:15][CH3:16])=[CH:11][CH:10]=3)[C:17]=2[N:18]=1. Procedure: To a solution of 1.9 g (0.0044 mole) of 3-[(2-chloro-5-nitro-pyrimidin-4-yl)-(4-methoxy-benzyl)-amino]-2,2-difluoro-propionic acid ethyl ester (IV-291) in 40 mL of acetic acid was added 1.9 g (0.034 g-atom) of iron powder. The mixture was heated to 80 degrees for 2 hours and then filtered while hot. Water and ethyl acetate were added to the filtrate and the mixture was stirred for 10 minutes and then filtered. The layers were separated. The organic layer was washed successively with ammonium hyd... Starting materials: C(C)OC(CNC(C(=O)OCC)=O)OCC (ethyl N-(2,2-diethoxyethyl)oxamate), C(C)N (ethylamine). Solvent: C(C)O (ethanol). Yields the product C(C)NC(=O)C(=O)NCC(OCC)OCC (N-ethyl-N'-(2,2-diethoxyethyl)oxamide). The yield is 85.1%. RXN SMILES: [CH2:1]([O:3][CH:4]([O:14][CH2:15][CH3:16])[CH2:5][NH:6][C:7](=[O:13])[C:8]([O:10]CC)=O)[CH3:2].[CH2:17]([NH2:19])[CH3:18]>C(O)C>[CH2:17]([NH:19][C:8]([C:7]([NH:6][CH2:5][CH:4]([O:3][CH2:1][CH3:2])[O:14][CH2:15][CH3:16])=[O:13])=[O:10])[CH3:18]. Procedure: To a solution of 20.0 g of ethyl N-(2,2-diethoxyethyl)oxamate in 60 ml of ethanol was added 6.1 ml of 70% by weight aqueous ethylamine solution, and the mixture was subjected to reaction at room temperature for 1 hour. After the completion of the reaction, the precipitated crystals were collected by filtration and recrystallized from ethanol to obtain 17.0 g (yield: 85.1%) of N-ethyl-N'-(2,2-diethoxyethyl)oxamide having a melting point of 131°-132° C. The reactants are C1=CC(=CC(=C1)Cl)C(=O)OO (mCPBA), BrC1=CN=CC2=CC(=CC=C12)Cl (4-bromo-7-chloroisoquinoline), CCOCC (Et2O). Solvent: C(Cl)Cl (CH2Cl2). The product is BrC1=C[N+](=CC2=CC(=CC=C12)Cl)[O-] (4-bromo-7-chloroisoquinoline 2-oxide). Reaction SMILES: [Br:1][C:2]1[C:11]2[C:6](=[CH:7][C:8]([Cl:12])=[CH:9][CH:10]=2)[CH:5]=[N:4][CH:3]=1.C1C=C(Cl)C=C(C(OO)=[O:21])C=1.CCOCC>C(Cl)Cl>[Br:1][C:2]1[C:11]2[C:6](=[CH:7][C:8]([Cl:12])=[CH:9][CH:10]=2)[CH:5]=[N+:4]([O-:21])[CH:3]=1. Procedure: 4-bromo-7-chloroisoquinoline (3-6)(1 g, 4.12 mmol, 1.0 equiv.) was dissolved in anhydrous CH2Cl2 (8.2 mL) and treated with mCPBA (1.622 g, 9.40 mmol, 2.3 equiv.). The reaction mixture was stirred at room temperature, forming 3-7 as a white precipitate. Following dilution with Et2O, the solid was collected and used without further purification in the next step. LRMS m/z (M+H) 260.1 found, 259.9 required. Procedure: To a solution of ethyl (5-carboxy-1-methylpyrazol-3-yl)oxyacetate (0.5 mmol) and EDCI (0.5 mmol) in methanol (20 mL) was added a solution of 1,3-diallyl-5,6-diaminouracil (0.5 mmol), dissolved in methanol (20 mL). The mixture was stirred at room temperature for two hours, the solvent was then removed in vacuo, water added, and the solid that formed was collected by filtration and washed with additional cold water. The intermediate amide was heated in 20 mL of 2.5 N NaOH at 70° C. for 30 minutes ... Product: C(C=C)N1C(=O)N(C=2N=C(NC2C1=O)C1=CC(=NN1C)OCC(=O)O)CC=C (2-[5-(1,3-diallyl-xanthin-8-yl)-1-methylpyrazol-3-yloxy]acetic acid). Run at time 2 hour. Solvent: CO (methanol), CO (methanol). Starting materials: C(=O)(O)C1=CC(=NN1C)OCC(=O)OCC (ethyl (5-carboxy-1-methylpyrazol-3-yl)oxyacetate), CCN=C=NCCCN(C)C (EDCI), C(C=C)N1C(=O)N(C(=O)C(=C1N)N)CC=C (1,3-diallyl-5,6-diaminouracil). RXN SMILES: [C:1]([C:4]1[N:8]([CH3:9])[N:7]=[C:6]([O:10][CH2:11][C:12]([O:14]CC)=[O:13])[CH:5]=1)(O)=O.CCN=C=NCCCN(C)C.[CH2:28]([N:31]1[C:38]([NH2:39])=[C:37]([NH2:40])[C:35](=[O:36])[N:34]([CH2:41][CH:42]=[CH2:43])[C:32]1=[O:33])[CH:29]=[CH2:30]>CO>[CH2:41]([N:34]1[C:35](=[O:36])[C:37]2[NH:40][C:1]([C:4]3[N:8]([CH3:9])[N:7]=[C:6]([O:10][CH2:11][C:12]([OH:14])=[O:13])[CH:5]=3)=[N:39][C:38]=2[N:31]([CH2:28][CH:29]=[CH2:30])[C:32]1=[O:33])[CH:42]=[CH2:43]. Reactants: N1C=C(C=2C1=NC=CC2)C(=O)OC (methyl 1H-pyrrolo[2,3-b]pyridine-3-carboxylate), BrC=1SC=CN1 (2-bromothiazole), C([O-])([O-])=O.[Cs+].[Cs+] (cesium carbonate). Run in CN1CCCC1=O (NMP). Reaction conditions: temperature 130 celsius. Product: S1C(=NC=C1)N1C=C(C=2C1=NC=CC2)C(=O)OC (methyl 1-(thiazol-2-yl)-1H-pyrrolo[2,3-b]pyridine-3-carboxylate). As a reaction SMILES: [NH:1]1[C:5]2=[N:6][CH:7]=[CH:8][CH:9]=[C:4]2[C:3]([C:10]([O:12][CH3:13])=[O:11])=[CH:2]1.Br[C:15]1[S:16][CH:17]=[CH:18][N:19]=1.C(=O)([O-])[O-].[Cs+].[Cs+]>CN1C(=O)CCC1>[S:16]1[CH:17]=[CH:18][N:19]=[C:15]1[N:1]1[C:5]2=[N:6][CH:7]=[CH:8][CH:9]=[C:4]2[C:3]([C:10]([O:12][CH3:13])=[O:11])=[CH:2]1 |f:2.3.4|. Reported procedure: A mixture of methyl 1H-pyrrolo[2,3-b]pyridine-3-carboxylate (200 mg, 1.135 mmol), 2-bromothiazole (205 μl, 2.271 mmol) and cesium carbonate (1110 mg, 3.41 mmol) in NMP (1135 μl) was heated at 130° C. for 2 h. The mixture was then purified by HPLC to afford the title compound as a brownish-white solid.